Dataset: the Open Reaction Database (ORD), a public repository of structured organic reaction records. Task: describe an organic reaction: reactants, conditions, products, and yield Reactants: CC(C)(C)OC(=O)N1CCN(S(=O)(=O)c2ccc(OC(F)(F)F)cc2)C(C(=O)O)C1, CCN=C=NCCCN(C)C, ClC(Cl)Cl, Cl, NCc1ccc(OC(F)(F)F)c(F)c1, O, On1nnc2ccccc21. Product: CC(C)(C)OC(=O)N1CCN(S(=O)(=O)c2ccc(OC(F)(F)F)cc2)C(C(=O)NCc2ccc(OC(F)(F)F)c(F)c2)C1. As a reaction SMILES: [C:1]([CH3:2])([CH3:3])([CH3:4])[O:5][C:6](=[O:7])[N:8]1[CH2:9][CH:10]([C:28](=[O:29])[OH:30])[N:11]([S:14](=[O:15])(=[O:16])[c:17]2[cH:18][cH:19][c:20]([O:23][C:24]([F:25])([F:26])[F:27])[cH:21][cH:22]2)[CH2:12][CH2:13]1.[CH2:32]([N:33]=[C:34]=[N:35][CH2:36][CH2:37][CH2:38][N:39]([CH3:40])[CH3:41])[CH3:42].[CH:68]([Cl:69])([Cl:70])[Cl:71].[ClH:31].[F:54][c:55]1[cH:56][c:57]([CH2:58][NH2:59])[cH:60][cH:61][c:62]1[O:63][C:64]([F:65])([F:66])[F:67].[OH2:43].[OH:44][n:45]1[c:46]2[cH:47][cH:48][cH:49][cH:50][c:51]2[n:52][n:53]1>>[C:1]([CH3:2])([CH3:3])([CH3:4])[O:5][C:6](=[O:7])[N:8]1[CH2:9][CH:10]([C:28](=[O:29])[NH:59][CH2:58][c:57]2[cH:56][c:55]([F:54])[c:62]([O:63][C:64]([F:65])([F:66])[F:67])[cH:61][cH:60]2)[N:11]([S:14](=[O:15])(=[O:16])[c:17]2[cH:18][cH:19][c:20]([O:23][C:24]([F:25])([F:26])[F:27])[cH:21][cH:22]2)[CH2:12][CH2:13]1. Starting materials: CCOC(=O)c1c(C)[nH]c(C(=O)OC(C)(C)C)c1C, O, O=C(O)C(F)(F)F. The product is CCOC(=O)c1c(C)[nH]c(C(=O)O)c1C. As a reaction SMILES: [CH2:1]([CH3:2])[O:3][C:4](=[O:5])[c:6]1[c:7]([CH3:19])[c:8]([C:12](=[O:13])[O:14][C:15]([CH3:16])([CH3:17])[CH3:18])[nH:9][c:10]1[CH3:11].[OH2:27].[OH:20][C:21]([C:22]([F:23])([F:24])[F:25])=[O:26]>>[CH2:1]([CH3:2])[O:3][C:4](=[O:5])[c:6]1[c:7]([CH3:19])[c:8]([C:12](=[O:13])[OH:14])[nH:9][c:10]1[CH3:11]. Starting materials: CCc1cccc(N)c1, CCc1cccc(N(C)C#N)c1, ClCCl, Cl. Yields the product CCc1cccc(NC(=N)N(C)c2cccc(CC)c2)c1. As a reaction SMILES: [CH2:14]([CH3:15])[c:16]1[cH:17][c:18]([NH2:19])[cH:20][cH:21][cH:22]1.[CH2:1]([CH3:2])[c:3]1[cH:4][c:5]([N:9]([C:10]#[N:11])[CH3:12])[cH:6][cH:7][cH:8]1.[Cl:23][CH2:24][Cl:25].[ClH:13]>>[CH2:1]([CH3:2])[c:3]1[cH:4][c:5]([N:9]([C:10](=[NH:11])[NH:19][c:18]2[cH:17][c:16]([CH2:14][CH3:15])[cH:22][cH:21][cH:20]2)[CH3:12])[cH:6][cH:7][cH:8]1. Reactants: CCOC(C)=O, CCO, C=C(c1ccc(Cl)cc1)c1ccc(-c2nc3cc(C(N)=O)ccc3[nH]2)cc1, N#N. Product: CC(c1ccc(Cl)cc1)c1ccc(-c2nc3cc(C(N)=O)ccc3[nH]2)cc1. RXN SMILES: [C:30]([O:31][CH2:32][CH3:33])(=[O:34])[CH3:35].[CH2:36]([OH:37])[CH3:38].[Cl:1][c:2]1[cH:3][cH:4][c:5]([C:8](=[CH2:9])[c:10]2[cH:11][cH:12][c:13](-[c:16]3[n:17][c:18]4[c:19]([nH:20]3)[cH:21][cH:22][c:23]([C:25](=[O:26])[NH2:27])[cH:24]4)[cH:14][cH:15]2)[cH:6][cH:7]1.[N:28]#[N:29]>>[Cl:1][c:2]1[cH:3][cH:4][c:5]([CH:8]([CH3:9])[c:10]2[cH:11][cH:12][c:13](-[c:16]3[n:17][c:18]4[c:19]([nH:20]3)[cH:21][cH:22][c:23]([C:25](=[O:26])[NH2:27])[cH:24]4)[cH:14][cH:15]2)[cH:6][cH:7]1. Starting materials: CNC(CCC(=O)N1CCN(C(=O)OC(C)(C)C)CC1)CO[Si](C)(C)C(C)(C)C, C1CCOC1, CCN(C(C)C)C(C)C, O=C(NCc1cccc(F)c1Cl)Oc1ccc([N+](=O)[O-])cc1. Yields the product CN(C(=O)NCc1cccc(F)c1Cl)C(CCC(=O)N1CCN(C(=O)OC(C)(C)C)CC1)CO[Si](C)(C)C(C)(C)C. RXN SMILES: [C:1]([CH3:2])([CH3:3])([CH3:4])[Si:5]([O:6][CH2:7][CH:8]([CH2:9][CH2:10][C:11](=[O:12])[N:13]1[CH2:14][CH2:15][N:16]([C:19](=[O:20])[O:21][C:22]([CH3:23])([CH3:24])[CH3:25])[CH2:17][CH2:18]1)[NH:26][CH3:27])([CH3:28])[CH3:29].[CH2:61]1[O:62][CH2:63][CH2:64][CH2:65]1.[CH:30]([N:31]([CH2:32][CH3:33])[CH:34]([CH3:35])[CH3:36])([CH3:37])[CH3:38].[Cl:39][c:40]1[c:41]([CH2:42][NH:43][C:44]([O:45][c:46]2[cH:47][cH:48][c:49]([N+:50]([O-:51])=[O:52])[cH:53][cH:54]2)=[O:55])[cH:56][cH:57][cH:58][c:59]1[F:60]>>[C:1]([CH3:2])([CH3:3])([CH3:4])[Si:5]([O:6][CH2:7][CH:8]([CH2:9][CH2:10][C:11](=[O:12])[N:13]1[CH2:14][CH2:15][N:16]([C:19](=[O:20])[O:21][C:22]([CH3:23])([CH3:24])[CH3:25])[CH2:17][CH2:18]1)[N:26]([CH3:27])[C:44]([NH:43][CH2:42][c:41]1[c:40]([Cl:39])[c:59]([F:60])[cH:58][cH:57][cH:56]1)=[O:55])([CH3:28])[CH3:29]. Starting materials: CC(CN1CCCC1)(C)N1C=NC(=C1)[N+](=O)[O-] (1-(2-methyl-1-(pyrrolidin-1-yl)propan-2-yl)-4-nitro-1H-imidazole), FC=1C=C(C=C(C1)F)CC(=O)N[C@H](C(=O)O)C1=CC=CC=C1 ((S)-2-(2-(3,5-difluorophenyl)acetamido)-2-phenylacetic acid). Product: FC=1C=C(C=C(C1)F)CC(=O)N[C@H](C(=O)NC=1N=CN(C1)C(CN1CCCC1)(C)C)C1=CC=CC=C1 ((S)-2-[2-(3,5-Difluoro-phenyl)-acetylamino]-N-[1-(1,1-dimethyl-2-pyrrolidin-1-yl-ethyl)-1H-imidazol-4-yl]-2-phenyl-acetamide). Reaction SMILES: [CH3:1][C:2]([N:10]1[CH:14]=[C:13]([N+:15]([O-])=O)[N:12]=[CH:11]1)([CH3:9])[CH2:3][N:4]1[CH2:8][CH2:7][CH2:6][CH2:5]1.[F:18][C:19]1[CH:20]=[C:21]([CH2:26][C:27]([NH:29][C@@H:30]([C:34]2[CH:39]=[CH:38][CH:37]=[CH:36][CH:35]=2)[C:31](O)=[O:32])=[O:28])[CH:22]=[C:23]([F:25])[CH:24]=1>>[F:18][C:19]1[CH:20]=[C:21]([CH2:26][C:27]([NH:29][C@@H:30]([C:34]2[CH:39]=[CH:38][CH:37]=[CH:36][CH:35]=2)[C:31]([NH:15][C:13]2[N:12]=[CH:11][N:10]([C:2]([CH3:9])([CH3:1])[CH2:3][N:4]3[CH2:8][CH2:7][CH2:6][CH2:5]3)[CH:14]=2)=[O:32])=[O:28])[CH:22]=[C:23]([F:25])[CH:24]=1. Procedure: 1-(2-methyl-1-(pyrrolidin-1-yl)propan-2-yl)-4-nitro-1H-imidazole (U.S. Ser. No. 11/078,898 filed Mar. 11, 2005) was reduced and coupled with (S)-2-(2-(3,5-difluorophenyl)acetamido)-2-phenylacetic acid to afford the title compound: MS 496 m/z (M+1). Reactants: Br[Mg]c1ccccc1, COc1cc2c(cc1OC)C1CC(=O)C3CCCCC3N1CC2, [Cl-], Cl, [NH4+], C1CCOC1. The product is COc1cc2c(cc1OC)C1CC(O)(c3ccccc3)C3CCCCC3N1CC2, Cl. RXN SMILES: [Br:24][Mg:25][c:26]1[cH:27][cH:28][cH:29][cH:30][cH:31]1.[CH3:1][O:2][c:3]1[cH:4][c:5]2[c:6]([cH:20][c:21]1[O:22][CH3:23])[CH:7]1[CH2:8][C:9](=[O:19])[CH:10]3[CH:11]([N:12]1[CH2:13][CH2:14]2)[CH2:15][CH2:16][CH2:17][CH2:18]3.[Cl-:32].[ClH:34].[NH4+:33].[O:35]1[CH2:36][CH2:37][CH2:38][CH2:39]1>>[CH3:1][O:2][c:3]1[cH:4][c:5]2[c:6]([cH:20][c:21]1[O:22][CH3:23])[CH:7]1[CH2:8][C:9]([OH:19])([c:26]3[cH:27][cH:28][cH:29][cH:30][cH:31]3)[CH:10]3[CH:11]([N:12]1[CH2:13][CH2:14]2)[CH2:15][CH2:16][CH2:17][CH2:18]3.[ClH:32]. Product: C(C)(C)(C)OC(CN1C(=CC2=CC=CC=C12)C(=O)OCC)=O (ethyl 1-(2-tert-butoxy-2-oxoethyl)-1H-indole-2-carboxylate). The solvent is CN(C)C=O (DMF). Procedure: A mixture of ethyl 1H-indole-2-carboxylate (5.68 g, 30 mmol), tert-butyl 2-bromoacetate (6.44 g, 33 mmol), and potassium carbonate in 60 mL of DMF was heated to 80° C. for 2 days. The TLC showed that the reaction stopped at around 50% completion. The reaction was worked up by the addition of water and the aqueous phase was extracted with EtOAc (2×30 mL). The combined organic phase was washed with brine, dried over Na2SO4, filtered and evaporated. The residue was purified by Combiflash (40 g sili... Reactants: O (water), N1C(=CC2=CC=CC=C12)C(=O)OCC (ethyl 1H-indole-2-carboxylate), BrCC(=O)OC(C)(C)C (tert-butyl 2-bromoacetate), C([O-])([O-])=O.[K+].[K+] (potassium carbonate). Conditions: temperature 80 celsius. RXN SMILES: [NH:1]1[C:9]2[C:4](=[CH:5][CH:6]=[CH:7][CH:8]=2)[CH:3]=[C:2]1[C:10]([O:12][CH2:13][CH3:14])=[O:11].Br[CH2:16][C:17]([O:19][C:20]([CH3:23])([CH3:22])[CH3:21])=[O:18].C(=O)([O-])[O-].[K+].[K+].O>CN(C=O)C>[C:20]([O:19][C:17](=[O:18])[CH2:16][N:1]1[C:9]2[C:4](=[CH:5][CH:6]=[CH:7][CH:8]=2)[CH:3]=[C:2]1[C:10]([O:12][CH2:13][CH3:14])=[O:11])([CH3:23])([CH3:22])[CH3:21] |f:2.3.4|.